This data is from the Open Reaction Database (ORD), a public repository of structured organic reaction records. The task is: describe an organic reaction: reactants, conditions, products, and yield Reactants: C1(CCCCC1)NCC(C)O (1-(cyclohexylamino)-propan-2-ol), C=O (HCHO), [BH-](OC(=O)C)(OC(=O)C)OC(=O)C.[Na+] (Na(OAc)3BH), C(C)(=O)O (acetic acid). Run in C(C)(=O)OCC (ethyl acetate), [OH-].[Na+] (NaOH), ClCCCl (DCE). Reaction conditions: time 16 hour. Yields the product C1(CCCCC1)N(CC(C)O)C (1-(cyclohexyl(methyl)amino)propan-2-ol). RXN SMILES: [CH:1]1([NH:7][CH2:8][CH:9]([OH:11])[CH3:10])[CH2:6][CH2:5][CH2:4][CH2:3][CH2:2]1.C=O.[BH-](OC(C)=O)(OC(C)=O)O[C:16](C)=O.[Na+].C(O)(=O)C>ClCCCl.C(OCC)(=O)C.[OH-].[Na+]>[CH:1]1([N:7]([CH3:16])[CH2:8][CH:9]([OH:11])[CH3:10])[CH2:6][CH2:5][CH2:4][CH2:3][CH2:2]1 |f:2.3,7.8|. Procedure details: To a stirred solution of 1-(cyclohexylamino)-propan-2-ol (crude 2.6 g) in DCE (30 mL) were added successively HCHO (35% in water, 2.1 mL, 24.8 mmol), Na(OAc)3BH (10.5 g, 49.6 mmol) and acetic acid (1 mL) at ice-cold conditions. The resulting mixture was allowed to stir at rt for 16 hours. The reaction was diluted with ethyl acetate and basified with 1N NaOH. The organic layer was separated, washed with water and brine, dried over Na2SO4, filtered and concentrated. The crude material was purified... Reactants: [Cl-].[Al+3].[Cl-].[Cl-] (aluminum chloride), C(C)(C)(C)C=1C=C(C=C(C1)C)C (5-tert.-butyl-m-xylene), C(C1=CC=CC=C1)(=O)Cl (benzoyl chloride), ferric chloride, Cl (hydrogen chloride), ice water. Run in C1=CC=CC=C1 (benzene). Run at temperature 25 celsius. The product is CC1=C(C(=O)C2=CC=CC=C2)C(=CC=C1)C (2,6-dimethylbenzophenone). Yield: 73.3%. RXN SMILES: C([C:5]1[CH:6]=[C:7]([CH3:12])[CH:8]=[C:9]([CH3:11])[CH:10]=1)(C)(C)C.[C:13](Cl)(=[O:20])[C:14]1[CH:19]=[CH:18][CH:17]=[CH:16][CH:15]=1.[Cl-].[Al+3].[Cl-].[Cl-].Cl>C1C=CC=CC=1>[CH3:11][C:9]1[CH:10]=[CH:5][CH:6]=[C:7]([CH3:12])[C:8]=1[C:13]([C:14]1[CH:19]=[CH:18][CH:17]=[CH:16][CH:15]=1)=[O:20] |f:2.3.4.5|. Procedure: 81 parts of 5-tert.-butyl-m-xylene and 70 parts of benzoyl chloride are kept with 2.4 parts of ferric chloride for three hours at from 100° to 120°C. The whole is cooled to 25°C and 600 parts of benzene and 100 parts of aluminum chloride are added. 20 parts of hydrogen chloride is passed into the mixture during six hours at 70° to 80°C. The mixture is poured onto 1000 parts of ice-water. The organic phase which forms is separated and 77 parts (73.3% of theory) of 2,6-dimethylbenzophenone having ... Reactants: CC[Zn]CC, C=Cc1cccc(B2OC(C)(C)C(C)(C)O2)c1, Cc1ccccc1, [Cl-], ICI, [NH4+]. Yields the product CC1(C)OB(c2cccc(C3CC3)c2)OC1(C)C. Reaction SMILES: [CH3:18][CH2:19][Zn:20][CH2:21][CH3:22].[CH3:1][C:2]1([CH3:17])[O:3][B:4]([c:9]2[cH:10][c:11]([CH:15]=[CH2:16])[cH:12][cH:13][cH:14]2)[O:5][C:6]1([CH3:7])[CH3:8].[CH3:28][c:29]1[cH:30][cH:31][cH:32][cH:33][cH:34]1.[Cl-:26].[I:23][CH2:24][I:25].[NH4+:27]>>[CH3:1][C:2]1([CH3:17])[O:3][B:4]([c:9]2[cH:10][c:11]([CH:15]3[CH2:16][CH2:18]3)[cH:12][cH:13][cH:14]2)[O:5][C:6]1([CH3:7])[CH3:8]. Reactants: O=C([O-])[O-], Cc1ccc2occ(C3CCNCC3)c2c1, Cc1ccccc1, O=C1CCCc2sc(CCCl)cc2N1, Cl, [I-], [K+], [K+], [K+], CN(C)C=O, O. Yields the product Cc1ccc2occ(C3CCN(CCc4cc5c(s4)CCCC(=O)N5)CC3)c2c1. Reaction SMILES: [C:32](=[O:33])([O-:34])[O-:35].[CH3:16][c:17]1[cH:18][c:19]2[c:20]([o:21][cH:22][c:23]2[CH:24]2[CH2:25][CH2:26][NH:27][CH2:28][CH2:29]2)[cH:30][cH:31]1.[CH3:41][c:42]1[cH:43][cH:44][cH:45][cH:46][cH:47]1.[Cl:1][CH2:2][CH2:3][c:4]1[cH:5][c:6]2[c:12]([s:13]1)[CH2:11][CH2:10][CH2:9][C:8](=[O:14])[NH:7]2.[ClH:15].[I-:39].[K+:36].[K+:37].[K+:38].[O:48]=[CH:49][N:50]([CH3:51])[CH3:52].[OH2:40]>>[CH2:2]([CH2:3][c:4]1[cH:5][c:6]2[c:12]([s:13]1)[CH2:11][CH2:10][CH2:9][C:8](=[O:14])[NH:7]2)[N:27]1[CH2:26][CH2:25][CH:24]([c:23]2[c:19]3[cH:18][c:17]([CH3:16])[cH:31][cH:30][c:20]3[o:21][cH:22]2)[CH2:29][CH2:28]1. Reactants: CCN(CC)S(F)(F)F, CC1CCC(C(=O)N(c2cc(C#CC(C)(C)C)sc2C(=O)O)C2CCC(O)CC2)CC1, ClCCl, O. Product: CC1CCC(C(=O)N(c2cc(C#CC(C)(C)C)sc2C(=O)O)C2CCC(F)CC2)CC1. As a reaction SMILES: [CH2:32]([N:33]([S:34]([F:35])([F:36])[F:38])[CH2:37][CH3:39])[CH3:40].[CH3:1][C:2]([C:3]#[C:4][c:5]1[cH:6][c:7]([N:13]([C:14](=[O:15])[CH:16]2[CH2:17][CH2:18][CH:19]([CH3:22])[CH2:20][CH2:21]2)[CH:23]2[CH2:24][CH2:25][CH:26]([OH:29])[CH2:27][CH2:28]2)[c:8]([C:10](=[O:11])[OH:12])[s:9]1)([CH3:30])[CH3:31].[Cl:41][CH2:42][Cl:43].[OH2:44]>>[CH3:1][C:2]([C:3]#[C:4][c:5]1[cH:6][c:7]([N:13]([C:14](=[O:15])[CH:16]2[CH2:17][CH2:18][CH:19]([CH3:22])[CH2:20][CH2:21]2)[CH:23]2[CH2:24][CH2:25][CH:26]([F:38])[CH2:27][CH2:28]2)[c:8]([C:10](=[O:11])[OH:12])[s:9]1)([CH3:30])[CH3:31]. Reactants: Intermediate 2, TEA, FC1=C(C=C(C(=O)N(CC(F)(F)F)CC(F)(F)F)C=C1)[N+](=O)[O-] (4-fluoro-3-nitro-N,N-bis(2,2,2-trifluoroethyl)benzamide), C1(CCCC1)CN (cyclopentylmethyl amine). Solvent: CCO (EtOH). Yields the product C1(CCCC1)CNC1=C(C=C(C(=O)N(CC(F)(F)F)CC(F)(F)F)C=C1)[N+](=O)[O-] (4-[(Cyclopentylmethyl)amino]-3-nitro-N,N-bis(2,2,2-trifluoroethyl)benzamide). As a reaction SMILES: F[C:2]1[CH:20]=[CH:19][C:5]([C:6]([N:8]([CH2:14][C:15]([F:18])([F:17])[F:16])[CH2:9][C:10]([F:13])([F:12])[F:11])=[O:7])=[CH:4][C:3]=1[N+:21]([O-:23])=[O:22].[CH:24]1([CH2:29][NH2:30])[CH2:28][CH2:27][CH2:26][CH2:25]1>CCO>[CH:24]1([CH2:29][NH:30][C:2]2[CH:20]=[CH:19][C:5]([C:6]([N:8]([CH2:9][C:10]([F:12])([F:13])[F:11])[CH2:14][C:15]([F:17])([F:18])[F:16])=[O:7])=[CH:4][C:3]=2[N+:21]([O-:23])=[O:22])[CH2:28][CH2:27][CH2:26][CH2:25]1. Reported procedure: Following the general procedure for Intermediate 2 using 4-fluoro-3-nitro-N,N-bis(2,2,2-trifluoroethyl)benzamide (122 mg, 0.350 mmol) and cyclopentylmethyl amine (42 mg, 0.420 mmol) in 3 mL of EtOH containing TEA (0.075 mL, 0.525 mmol). The product was purified by flash chromatography on silica gel using 3:1/hexanes:EtOAc as eluent. Yield: 141 mg (94%); 1H NMR (400 MHz, CHLOROFORM-D) δ 1.30 (m, 2H), 1.64 (m, 4H), 1.89 (m, 2H), 2.26 (m, 1H), 3.24 (dd, J=7.23, 5.04 Hz, 2H), 4.23 (q, J=8.42 Hz, 4H)...